Task: describe an organic reaction: reactants, conditions, products, and yield. Dataset: the Open Reaction Database (ORD), a public repository of structured organic reaction records Starting materials: S(O)(O)(=O)=O (sulfuric acid), COC=CC(CC=C)(C)C (1-methoxy-3,3-dimethylhexa-1,5-diene), C([O-])(O)=O.[Na+] (sodium bicarbonate). Solvent: O1CCCC1 (tetrahydrofuran). Reaction conditions: time 1 hour. Yields the product CC(CC=O)(CC=C)C (3,3-dimethylhex-5-enal). Reaction SMILES: S(=O)(=O)(O)O.C[O:7][CH:8]=[CH:9][C:10]([CH3:15])([CH3:14])[CH2:11][CH:12]=[CH2:13].C(=O)(O)[O-].[Na+]>O1CCCC1>[CH3:14][C:10]([CH3:15])([CH2:11][CH:12]=[CH2:13])[CH2:9][CH:8]=[O:7] |f:2.3|. Reported procedure: In a 500-mL round-bottom flask, sulfuric acid (48 mL; 30%) was added to a stirred tetrahydrofuran (150 mL) solution of 1-methoxy-3,3-dimethylhexa-1,5-diene (15.89 g, 0.113 mol). After the mixture had been stirred for 1 hour, it was gradually poured into saturated sodium bicarbonate (ca. 500 mL), and then extracted with diethyl ether (4×200 mL). The combined extracts were washed with brine, dried over sodium sulfate, and filtered. Evaporation of the solvent gave the title compound as a pale yello...